This data is from the Open Reaction Database (ORD), a public repository of structured organic reaction records. The task is: describe an organic reaction: reactants, conditions, products, and yield Reactants: CN(C)C1CCNC1, COCCOC, O=[N+]([O-])c1ccc(Oc2ccnc3cc(-c4ccc(CCl)cc4)sc23)c(F)c1. Yields the product CN(C)C1CCN(Cc2ccc(-c3cc4nccc(Oc5ccc([N+](=O)[O-])cc5F)c4s3)cc2)C1. RXN SMILES: [CH3:29][N:30]([CH:31]1[CH2:32][NH:33][CH2:34][CH2:35]1)[CH3:36].[CH3:37][O:38][CH2:39][CH2:40][O:41][CH3:42].[Cl:1][CH2:2][c:3]1[cH:4][cH:5][c:6](-[c:9]2[cH:10][c:11]3[n:12][cH:13][cH:14][c:15]([O:18][c:19]4[c:20]([F:28])[cH:21][c:22]([N+:25](=[O:26])[O-:27])[cH:23][cH:24]4)[c:16]3[s:17]2)[cH:7][cH:8]1>>[CH2:2]([c:3]1[cH:4][cH:5][c:6](-[c:9]2[cH:10][c:11]3[n:12][cH:13][cH:14][c:15]([O:18][c:19]4[c:20]([F:28])[cH:21][c:22]([N+:25](=[O:26])[O-:27])[cH:23][cH:24]4)[c:16]3[s:17]2)[cH:7][cH:8]1)[N:33]1[CH2:32][CH:31]([N:30]([CH3:29])[CH3:36])[CH2:35][CH2:34]1. The reactants are [OH-].[K+] (KOH), C(C1=CC=CC=C1)(=O)NC(=S)NCC1C2CCC(C1)C2 (1-benzoyl-3-(bicyclo[2.2.1]heptan-2-ylmethyl)thiourea), O (Water). The solvent is CO (MeOH). Run at time 4 hour. Product: C12C(CC(CC1)C2)CNC(=S)N (1-(Bicyclo[2.2.1]heptan-2-ylmethyl)thiourea). Reaction SMILES: C([NH:9][C:10]([NH:12][CH2:13][CH:14]1[CH2:19][CH:18]2[CH2:20][CH:15]1[CH2:16][CH2:17]2)=[S:11])(=O)C1C=CC=CC=1.[OH-].[K+].O>CO>[CH:15]12[CH2:20][CH:18]([CH2:17][CH2:16]1)[CH2:19][CH:14]2[CH2:13][NH:12][C:10]([NH2:9])=[S:11] |f:1.2|. Reported procedure: A 250 mL round-bottomed flask equipped with a magnetic stir bar was charged with 6.17 g (22.4 mmol) of 1-benzoyl-3-(bicyclo[2.2.1]heptan-2-ylmethyl)thiourea in 30 mL of MeOH. KOH was added (2.55 g, 45.4 mmol) and the reaction was stirred at ambient temperature for 4 h. Water (150 mL) was then added to the reaction mixture, and the solid was removed by filtration. The flask and filter cake were rinsed with 40 mL of H2O. The collected solid was then suspended in 15 mL of MTBE, and the solid was co...